From a dataset of the Open Reaction Database (ORD), a public repository of structured organic reaction records. describe an organic reaction: reactants, conditions, products, and yield The reactants are aqueous solution, Cl (hydrochloric acid), BrCCCC(=O)Cl (4-bromobutyryl chloride), C1=CC=CC=C1 (benzene), [Cl-].[Al+3].[Cl-].[Cl-] (aluminum chloride). Conditions: temperature 10 celsius, time 2 hour. The product is BrCCCC(=O)C1=CC=CC=C1 (4-bromobutyrophenone), BrCCCC(=O)Cl (4-bromobutyryl chloride). RXN SMILES: [CH:1]1[CH:6]=[CH:5][CH:4]=[CH:3][CH:2]=1.[Cl-].[Al+3].[Cl-].[Cl-].[Br:11][CH2:12][CH2:13][CH2:14][C:15]([Cl:17])=[O:16].Cl>>[Br:11][CH2:12][CH2:13][CH2:14][C:15]([C:1]1[CH:6]=[CH:5][CH:4]=[CH:3][CH:2]=1)=[O:16].[Br:11][CH2:12][CH2:13][CH2:14][C:15]([Cl:17])=[O:16] |f:1.2.3.4|. Procedure details: A suspension solution of 3.9 g of benzene (50 mmol) and 1.33 g of aluminum chloride (10 mmol) was cooled to 10°C., and 1.95 g of 4-bromobutyryl chloride (purity: 95%, 10 mmol) was dropwise added to the above solution at the same temperature. After raising the temperature to 20 C. and stirring the mixture for two hours, the solution was added into a 10% aqueous solution of hydrochloric acid that had been cooled to 10° C. Then, after the aqueous phase was extracted with benzene and the organic pha... Starting materials: O, O=[N+]([O-])O, O=C1OCc2cc(O)c(O)cc21, O=S(=O)(O)O. As a reaction SMILES: [OH2:17].[OH:13][N+:14]([O-:15])=[O:16].[OH:1][c:2]1[cH:3][c:4]2[c:8]([cH:9][c:10]1[OH:11])[C:7](=[O:12])[O:6][CH2:5]2.[S:18](=[O:19])(=[O:20])([OH:21])[OH:22]>>[OH:1][c:2]1[cH:3][c:4]2[c:8]([c:9]([N+:14](=[O:13])[O-:15])[c:10]1[OH:11])[C:7](=[O:12])[O:6][CH2:5]2. Yields the product O=C1OCc2cc(O)c(O)c([N+](=O)[O-])c21. Reactants: C(CCC)C(=C(CCCC)CCCC)[SnH3] (Tributylvinylstannane), BrC=1C=C2C(=CC(=NC2=CC1OC)C1=CC=CC=C1)O[C@@H]1C[C@H](N(C1)C(=O)OC(C)(C)C)C(=O)OC (1-tert-Butyl 2-methyl (2S,4R)-4-[(6-bromo-7-methoxy-2-phenylquinolin-4-yl)oxy]pyrrolidine-1,2-dicarboxylate), Cl (HCl), solution. The reagents and catalysts are [Pd].C1(=CC=CC=C1)P(C1=CC=CC=C1)C1=CC=CC=C1.C1(=CC=CC=C1)P(C1=CC=CC=C1)C1=CC=CC=C1.C1(=CC=CC=C1)P(C1=CC=CC=C1)C1=CC=CC=C1.C1(=CC=CC=C1)P(C1=CC=CC=C1)C1=CC=CC=C1 (tetrakis(triphenylphosphine) palladium(0)). The solvent is C1(=CC=CC=C1)C (toluene), O1CCOCC1 (dioxane). Conditions: temperature 100 celsius, time 1 hour. The product is Cl.COC1=C(C=C2C(=CC(=NC2=C1)C1=CC=CC=C1)O[C@@H]1C[C@H](NC1)C(=O)OC)C=C (Methyl (4R)-4-[(7-methoxy-2-phenyl-6-vinylquinolin-4-yl)oxy]-L-prolinate hydrochloride). RXN SMILES: [CH2:1](C([SnH3])=C(CCCC)CCCC)[CH2:2]CC.Br[C:17]1[CH:18]=[C:19]2[C:24](=[CH:25][C:26]=1[O:27][CH3:28])[N:23]=[C:22]([C:29]1[CH:34]=[CH:33][CH:32]=[CH:31][CH:30]=1)[CH:21]=[C:20]2[O:35][C@H:36]1[CH2:40][N:39](C(OC(C)(C)C)=O)[C@H:38]([C:48]([O:50][CH3:51])=[O:49])[CH2:37]1.[ClH:52]>C1(C)C=CC=CC=1.O1CCOCC1.[Pd].C1(P(C2C=CC=CC=2)C2C=CC=CC=2)C=CC=CC=1.C1(P(C2C=CC=CC=2)C2C=CC=CC=2)C=CC=CC=1.C1(P(C2C=CC=CC=2)C2C=CC=CC=2)C=CC=CC=1.C1(P(C2C=CC=CC=2)C2C=CC=CC=2)C=CC=CC=1>[ClH:52].[CH3:28][O:27][C:26]1[CH:25]=[C:24]2[C:19]([C:20]([O:35][C@H:36]3[CH2:40][NH:39][C@H:38]([C:48]([O:50][CH3:51])=[O:49])[CH2:37]3)=[CH:21][C:22]([C:29]3[CH:34]=[CH:33][CH:32]=[CH:31][CH:30]=3)=[N:23]2)=[CH:18][C:17]=1[CH:1]=[CH2:2] |f:5.6.7.8.9,10.11|. Reported procedure: Tributylvinylstannane (1.15 eq.) and tetrakis(triphenylphosphine) palladium(0) (0.07 eq.) were added to a solution of compound 116 in toluene (0.09 M) and the reaction mixture was heated at 100° C. After 20 h volatiles were removed in vacuo and the residue was purified by column chromatography (SiO2, PE:EtOAc with EtOAc from 1 to 60%) to give a pale yellow solid, that was taken up in a 4N solution of HCl in dioxane (0.31 M). The reaction mixture was stirred for 1 h and the resulting white solid ... Starting materials: Cl.CN(CCCN=C=NCC)C (1-(3-dimethylaminopropyl)-3-ethylcarbodiimide hydrochloride), COCC1=C(C(=C(CO)C(=C1F)F)F)F (4-methoxymethyl-2,3,5,6-tetrafluorobenzyl alcohol), CC(=CC1C(C1C(=O)O)(C)C)C (3-(2-methyl-1-propenyl)-2,2-dimethylcyclopropanecarboxylic acid), ice water. The solvent is O1CCCC1 (tetrahydrofuran). Yields the product CC(=CC1C(C1C(=O)OCC1=C(C(=C(C(=C1F)F)COC)F)F)(C)C)C (4-methoxymethyl-2,3,5,6-tetrafluorobenzyl 3-(2-methyl-1-propenyl)-2,2-dimethylcyclopropanecarboxylate). As a reaction SMILES: Cl.CN(C)CCCN=C=NCC.[CH3:13][O:14][CH2:15][C:16]1[C:23]([F:24])=[C:22]([F:25])[C:19]([CH2:20]O)=[C:18]([F:26])[C:17]=1[F:27].[CH3:28][C:29]([CH3:39])=[CH:30][CH:31]1[CH:33]([C:34]([OH:36])=[O:35])[C:32]1([CH3:38])[CH3:37]>O1CCCC1>[CH3:28][C:29]([CH3:39])=[CH:30][CH:31]1[CH:33]([C:34]([O:36][CH2:20][C:19]2[C:18]([F:26])=[C:17]([F:27])[C:16]([CH2:15][O:14][CH3:13])=[C:23]([F:24])[C:22]=2[F:25])=[O:35])[C:32]1([CH3:38])[CH3:37] |f:0.1|. Reported procedure: 1-(3-dimethylaminopropyl)-3-ethylcarbodiimide hydrochloride is added to a mixture of 4-methoxymethyl-2,3,5,6-tetrafluorobenzyl alcohol, 3-(2-methyl-1-propenyl)-2,2-dimethylcyclopropanecarboxylic acid {containing the stereoisomers in a ratio of (1R)-trans form: (1R)-cis form: (1S)-trans form: (1S)-cis form=99:0:1:0} and tetrahydrofuran under ice-cooling. The resulting mixture is heated to room temperature and stirred at room temperature. The reaction mixture is poured into ice water and extracted...